Dataset: the Open Reaction Database (ORD), a public repository of structured organic reaction records. Task: describe an organic reaction: reactants, conditions, products, and yield Solvent: CN(C)C=O (DMF). Reported procedure: To a DMF (30 mL) solution of 2-chloro-4-bromo-6-methylphenol (4.90 g) were added 2-chloro-5-nitropyridine (3.58 g) and K2CO3 (3.12 g) at room temperature. After stirring at 50° C. for 3 hours, the solvent was removed under reduced pressure. To the residue was added water, and extracted with AcOEt. The organic layer was washed with water, saturated aqueous NaCl, dried over anhydrous Na2SO4, and concentrated under reduced pressure to give 2-(4-bromo-2-chloro-6-methylphenoxy)-5-nitropyridine as a b... As a reaction SMILES: [Cl:1][C:2]1[CH:7]=[C:6]([Br:8])[CH:5]=[C:4]([CH3:9])[C:3]=1[OH:10].Cl[C:12]1[CH:17]=[CH:16][C:15]([N+:18]([O-:20])=[O:19])=[CH:14][N:13]=1.C([O-])([O-])=O.[K+].[K+]>CN(C=O)C>[Br:8][C:6]1[CH:5]=[C:4]([CH3:9])[C:3]([O:10][C:12]2[CH:17]=[CH:16][C:15]([N+:18]([O-:20])=[O:19])=[CH:14][N:13]=2)=[C:2]([Cl:1])[CH:7]=1 |f:2.3.4|. Conditions: temperature 50 celsius, time 3 hour. Isolated yield 99.9%. The reactants are ClC1=C(C(=CC(=C1)Br)C)O (2-chloro-4-bromo-6-methylphenol), ClC1=NC=C(C=C1)[N+](=O)[O-] (2-chloro-5-nitropyridine), C(=O)([O-])[O-].[K+].[K+] (K2CO3). Product: BrC1=CC(=C(OC2=NC=C(C=C2)[N+](=O)[O-])C(=C1)C)Cl (2-(4-bromo-2-chloro-6-methylphenoxy)-5-nitropyridine). The reactants are ClC1=CC=CC=C1 (chlorobenzene), CC(C)([O-])C.[Na+] (sodium tert-butoxide), NC1=CC=CC=C1 (aniline), Ph5FcP(t-Bu)2. Reagents/catalysts: C=1C=CC(=CC1)/C=C/C(=O)/C=C/C2=CC=CC=C2.C=1C=CC(=CC1)/C=C/C(=O)/C=C/C2=CC=CC=C2.[Pd] (Pd(dba)2). Solvent: C1(=CC=CC=C1)C (toluene). Yields the product C1(=CC=CC=C1)NC1=CC=CC=C1 (Diphenylamine). Yield: 86.3%. As a reaction SMILES: Cl[C:2]1[CH:7]=[CH:6][CH:5]=[CH:4][CH:3]=1.[NH2:8][C:9]1[CH:14]=[CH:13][CH:12]=[CH:11][CH:10]=1.CC(C)([O-])C.[Na+]>C1(C)C=CC=CC=1.C1C=CC(/C=C/C(/C=C/C2C=CC=CC=2)=O)=CC=1.C1C=CC(/C=C/C(/C=C/C2C=CC=CC=2)=O)=CC=1.[Pd]>[C:2]1([NH:8][C:9]2[CH:14]=[CH:13][CH:12]=[CH:11][CH:10]=2)[CH:7]=[CH:6][CH:5]=[CH:4][CH:3]=1 |f:2.3,5.6.7|. Reported procedure: According to general procedure B, chlorobenzene (57 mg, 0.50 mmol) reacted with aniline (48 mg, 0.50 mmol) using 1 mol % of Pd(dba)2, 2 mol % of Ph5FcP(t-Bu)2, and sodium tert-butoxide (59 mg, 0.60 mmol) in toluene at 70° C. to give the title compound (73 mg, 86%) as a white solid. The coupling reaction of bromobenzene (158 mg, 1.00 mmol) with aniline (93 mg, 1.00mmol) occurred at room temperature over 4 h using 1 mol % of Pd(dba)2/Ph5FcP(t-Bu)2 to give the title compound (166 mg, 98%): 1H-NMR (... Starting materials: CCOC(C)=O, CC1(C)C=C(OS(=O)(=O)C(F)(F)F)CC(C)(C)C1, CC1(C)OB(c2ccccc2O)OC1(C)C, COCCOC, [Na+], [Na+], O=C([O-])[O-], c1ccc(P(c2ccccc2)(c2ccccc2)[Pd](P(c2ccccc2)(c2ccccc2)c2ccccc2)(P(c2ccccc2)(c2ccccc2)c2ccccc2)P(c2ccccc2)(c2ccccc2)c2ccccc2)cc1. RXN SMILES: [CH3:124][CH2:125][O:126][C:127](=[O:128])[CH3:129].[CH3:17][C:18]1([CH3:34])[CH:19]=[C:20]([O:26][S:27]([C:28]([F:29])([F:30])[F:31])(=[O:32])=[O:33])[CH2:21][C:22]([CH3:24])([CH3:25])[CH2:23]1.[CH3:1][C:2]1([CH3:3])[C:4]([CH3:5])([CH3:6])[O:7][B:8]([c:9]2[c:10]([OH:15])[cH:11][cH:12][cH:13][cH:14]2)[O:16]1.[CH3:35][O:36][CH2:37][CH2:38][O:39][CH3:40].[Na+:41].[Na+:42].[O-:43][C:44](=[O:45])[O-:46].[cH:47]1[cH:48][cH:49][c:50]([P:51]([Pd:52]([P:53]([c:54]2[cH:55][cH:56][cH:57][cH:58][cH:59]2)([c:60]2[cH:61][cH:62][cH:63][cH:64][cH:65]2)[c:66]2[cH:67][cH:68][cH:69][cH:70][cH:71]2)([P:72]([c:73]2[cH:74][cH:75][cH:76][cH:77][cH:78]2)([c:79]2[cH:80][cH:81][cH:82][cH:83][cH:84]2)[c:85]2[cH:86][cH:87][cH:88][cH:89][cH:90]2)[P:91]([c:92]2[cH:93][cH:94][cH:95][cH:96][cH:97]2)([c:98]2[cH:99][cH:100][cH:101][cH:102][cH:103]2)[c:104]2[cH:105][cH:106][cH:107][cH:108][cH:109]2)([c:110]2[cH:111][cH:112][cH:113][cH:114][cH:115]2)[c:116]2[cH:117][cH:118][cH:119][cH:120][cH:121]2)[cH:122][cH:123]1>>[c:9]1([C:20]2=[CH:19][C:18]([CH3:17])([CH3:34])[CH2:23][C:22]([CH3:24])([CH3:25])[CH2:21]2)[c:10]([OH:15])[cH:11][cH:12][cH:13][cH:14]1. Product: CC1(C)C=C(c2ccccc2O)CC(C)(C)C1. Starting materials: Cl (hydrochloric acid), [OH-].[K+] (potassium hydroxide), ClC1=C(C=CC=C1)CN1C(=NC=C1CCCC(=O)OCC)SCCC (ethyl 4-[1 (2-chlorophenyl)methyl-2-propylthio-1H-imidazol-5-yl]butyrate). Solvent: O (water), C(C)O (ethanol), O (water). Reaction conditions: time 2 hour. Yields the product ClC1=C(C=CC=C1)CN1C(=NC=C1CCCC(=O)O)SCCC (4-[1-(2-chlorophenyl)methyl-2-propylthio-1H-imidazol-5-yl]butyric acid). Isolated yield 63.7%. Reaction SMILES: [Cl:1][C:2]1[CH:7]=[CH:6][CH:5]=[CH:4][C:3]=1[CH2:8][N:9]1[C:13]([CH2:14][CH2:15][CH2:16][C:17]([O:19]CC)=[O:18])=[CH:12][N:11]=[C:10]1[S:22][CH2:23][CH2:24][CH3:25].[OH-].[K+].Cl>C(O)C.O>[Cl:1][C:2]1[CH:7]=[CH:6][CH:5]=[CH:4][C:3]=1[CH2:8][N:9]1[C:13]([CH2:14][CH2:15][CH2:16][C:17]([OH:19])=[O:18])=[CH:12][N:11]=[C:10]1[S:22][CH2:23][CH2:24][CH3:25] |f:1.2|. Procedure details: A solution of ethyl 4-[1 (2-chlorophenyl)methyl-2-propylthio-1H-imidazol-5-yl]butyrate (244 mg) was dissolved in ethanol (5 mL) and a solution of potassium hydroxide (950 mg) in water (5 mL) was added. After being stirred at room temperature for 2 hours, the solution was diluted with water, acidified to pH 3.5 to 4.0 with 10% hydrochloric acid solution and the precipitated product was filtered, washed well with water and recrystallized from acetonitrile to afford 0.144 g (64%) of 4-[1-(2-chlorop...